This data is from the Open Reaction Database (ORD), a public repository of structured organic reaction records. The task is: describe an organic reaction: reactants, conditions, products, and yield Starting materials: FC(C(=O)OC(C(F)(F)F)=O)(F)F (Trifluoroacetic anhydride), BrC=1C=CC(=C(CN(CC)C2=NC=C(C=C2)C(=O)N)C1)OCC1=CC=CC=C1 (2-[N-(5-bromo-2-benzyloxybenzyl)-N-ethylamino]pyridine-5-carboxamide). The solvent is N1=CC=CC=C1 (pyridine), C1CCOC1 (THF), C(C)(=O)OCC (ethyl acetate). Reaction conditions: time 18 hour. Yields the product BrC=1C=CC(=C(CN(CC)C2=NC=C(C=C2)C#N)C1)OCC1=CC=CC=C1 (2-[N-(5-bromo-2-benzyloxybenzyl)-N-ethylamino]-5-cyanopyridine). The yield is 80.4%. RXN SMILES: FC(F)(F)C(OC(=O)C(F)(F)F)=O.[Br:14][C:15]1[CH:16]=[CH:17][C:18]([O:34][CH2:35][C:36]2[CH:41]=[CH:40][CH:39]=[CH:38][CH:37]=2)=[C:19]([CH:33]=1)[CH2:20][N:21]([C:24]1[CH:29]=[CH:28][C:27]([C:30]([NH2:32])=O)=[CH:26][N:25]=1)[CH2:22][CH3:23]>N1C=CC=CC=1.C1COCC1.C(OCC)(=O)C>[Br:14][C:15]1[CH:16]=[CH:17][C:18]([O:34][CH2:35][C:36]2[CH:41]=[CH:40][CH:39]=[CH:38][CH:37]=2)=[C:19]([CH:33]=1)[CH2:20][N:21]([C:24]1[CH:29]=[CH:28][C:27]([C:30]#[N:32])=[CH:26][N:25]=1)[CH2:22][CH3:23]. Procedure details: Trifluoroacetic anhydride (0.51 ml) was added dropwise to a mixture of 2-[N-(5-bromo-2-benzyloxybenzyl)-N-ethylamino]pyridine-5-carboxamide (1.05 g) in pyridine (0.58 ml) and THF (20 ml) at 20° C. The mixture was stirred at ambient temperature for 18 hours, diluted with ethyl acetate, washed with water, saturated aqueous NaHCO3 and brine, and dried (MgSO4). The solvent was evaporated and the residue purified by MPLC, eluting with dichloromethane/methanol mixtures (100:0 to 95:5) to give 2-[N-(5-... The reactants are C(Cl)(Cl)Cl (Chloroform), COC1=CC=C(C=C1)C(=C)C1=CC=C(C=C1)OC (1,1-di-(p-methoxyphenyl)ethylene), O (water), CC(C)([O-])C.[K+] (potassium tert-butoxide). Run in CC1CCCCC1 (methyl cyclohexane). Conditions: temperature 20 celsius. The product is COC1=CC=C(C=C1)C1(C(C1)(Cl)Cl)C1=CC=C(C=C1)OC (1-(p-methoxyphenyl)-1-(p-methoxyphenyl)-2,2-dichlorocyclopropane). Reaction SMILES: [CH:1]([Cl:4])(Cl)[Cl:2].[CH3:5][O:6][C:7]1[CH:12]=[CH:11][C:10]([C:13]([C:15]2[CH:20]=[CH:19][C:18]([O:21][CH3:22])=[CH:17][CH:16]=2)=[CH2:14])=[CH:9][CH:8]=1.CC(C)([O-])C.[K+].O>CC1CCCCC1>[CH3:22][O:21][C:18]1[CH:17]=[CH:16][C:15]([C:13]2([C:10]3[CH:9]=[CH:8][C:7]([O:6][CH3:5])=[CH:12][CH:11]=3)[CH2:14][C:1]2([Cl:4])[Cl:2])=[CH:20][CH:19]=1 |f:2.3|. Procedure: Chloroform (0.2 moles) was added dropwise with stirring to a solution of 1,1-di-(p-methoxyphenyl)ethylene (0.1 mole) in methyl cyclohexane containing potassium tert-butoxide (0.4 moles) at 0°C. The mixture was allowed to warm to 20°C. overnight and then poured into water. The oil phase was separated and the solvent recovered. The residual solid was recrystallized from petroleum ether to give 1-(p-methoxyphenyl)-1-(p-methoxyphenyl)-2,2-dichlorocyclopropane, m.p. 141°C. RXN SMILES: [F:1][C:2]1[CH:3]=[C:4]([OH:9])[CH:5]=[CH:6][C:7]=1[F:8].[CH2:10]([CH:12]1[O:14][CH2:13]1)Cl>>[F:1][C:2]1[CH:3]=[C:4]([CH:5]=[CH:6][C:7]=1[F:8])[O:9][CH2:10][CH:12]1[CH2:13][O:14]1. Procedure: The title compound was prepared from 3,4-difluoro-phenol and epichlorohydrin employing the procedures as set forth in Step 1 of Example 2. Product: FC=1C=C(OCC2OC2)C=CC1F (2-(3,4-Difluoro-phenoxymethyl)-oxirane). Reactants: FC=1C=C(C=CC1F)O (3,4-difluoro-phenol), C(Cl)C1CO1 (epichlorohydrin). The reactants are COCCO, CCOC(C)=O, O=C(O)C1(c2onc(-c3ccc(O)cc3)c2-c2ccccc2)CC1, O=S(Cl)Cl. The product is COCCOC(=O)C1(c2onc(-c3ccc(O)cc3)c2-c2ccccc2)CC1. Reaction SMILES: [CH3:29][O:30][CH2:31][CH2:32][OH:33].[CH3:34][CH2:35][O:36][C:37](=[O:38])[CH3:39].[OH:1][c:2]1[cH:3][cH:4][c:5](-[c:8]2[n:9][o:10][c:11]([C:19]3([C:22](=[O:23])[OH:24])[CH2:20][CH2:21]3)[c:12]2-[c:13]2[cH:14][cH:15][cH:16][cH:17][cH:18]2)[cH:6][cH:7]1.[S:25]([Cl:26])([Cl:27])=[O:28]>>[OH:1][c:2]1[cH:3][cH:4][c:5](-[c:8]2[n:9][o:10][c:11]([C:19]3([C:22]([O:23][CH2:32][CH2:31][O:30][CH3:29])=[O:24])[CH2:20][CH2:21]3)[c:12]2-[c:13]2[cH:14][cH:15][cH:16][cH:17][cH:18]2)[cH:6][cH:7]1.